From a dataset of the Open Reaction Database (ORD), a public repository of structured organic reaction records. describe an organic reaction: reactants, conditions, products, and yield Starting materials: C(C(=O)Cl)(=O)Cl (oxalyl chloride), [N+](=O)([O-])C=1C(=NNC1)C(=O)O (4-nitro-3-pyrazolecarboxylic acid), CO (Methanol). The reagents and catalysts are CN(C=O)C (dimethylformamide). The solvent is ClCCl (dichloromethane). Reaction conditions: time 8 hour. The product is COC(=O)C1=NNC=C1[N+](=O)[O-] (4-nitro-1H-pyrazole-3-carboxylic acid methyl ester). As a reaction SMILES: [N+:1]([C:4]1[C:5]([C:9]([OH:11])=[O:10])=[N:6][NH:7][CH:8]=1)([O-:3])=[O:2].[C:12](Cl)(=O)C(Cl)=O.CO>ClCCl.CN(C)C=O>[CH3:12][O:10][C:9]([C:5]1[C:4]([N+:1]([O-:3])=[O:2])=[CH:8][NH:7][N:6]=1)=[O:11]. Procedure: A stirred suspension of 4-nitro-3-pyrazolecarboxylic acid (1 g) in dichloromethane under nitrogen at 0° C. was treated with oxalyl chloride (1.11 ml) followed by dimethylformamide (5drops). The reaction mixture was warmed to room temperature and stirred overnight. Methanol (10 ml) was added and the reaction mixture was stirred overnight. The solvent was removed under reduced pressure and azeotroped with toluene twice to yield 4-nitro-1H-pyrazole-3-carboxylic acid methyl ester (1.3 g) as a pale g...